From a dataset of the Open Reaction Database (ORD), a public repository of structured organic reaction records. describe an organic reaction: reactants, conditions, products, and yield The reactants are NCCSCC=1OC2=C(C1)C=CC(=C2)CN(C)C (2-(2-Aminoethylthiomethyl)-6-(dimethylaminomethyl)-benzofuran), CSC(N[N+](=O)[O-])=N (S-methyl-N-nitroisothiourea). Run in C(C)#N (acetonitrile). Product: CN(C)CC1=CC2=C(C=C(O2)CSCCNC(=N)N[N+](=O)[O-])C=C1 (N-[2-(6-dimethylaminomethyl-2-benzofuranylmethylthio)ethyl]-N'-nitroguanidine). Reaction SMILES: [NH2:1][CH2:2][CH2:3][S:4][CH2:5][C:6]1[O:7][C:8]2[CH:14]=[C:13]([CH2:15][N:16]([CH3:18])[CH3:17])[CH:12]=[CH:11][C:9]=2[CH:10]=1.CS[C:21](=[NH:26])[NH:22][N+:23]([O-:25])=[O:24]>C(#N)C>[CH3:17][N:16]([CH2:15][C:13]1[CH:12]=[CH:11][C:9]2[CH:10]=[C:6]([CH2:5][S:4][CH2:3][CH2:2][NH:1][C:21]([NH:22][N+:23]([O-:25])=[O:24])=[NH:26])[O:7][C:8]=2[CH:14]=1)[CH3:18]. Procedure: A solution of 2-(2-aminoethylthiomethyl)-6-(dimethylaminomethyl)benzofuran (Example 1, Step E) (2.6 g., 0.01 mole) and S-methyl-N-nitroisothiourea (1.4 g., 0.01 mole) in acetonitrile (15 ml.) is kept at 25°-27° C. for 4 hours. The solvent is evaporated and the residue chromatographed on silica gel (5% methanol in chloroform elution) to yield N-[2-(6-dimethylaminomethyl-2-benzofuranylmethylthio)ethyl]-N'-nitroguanidine. Reactants: COC(C(=COCCO)CC)=O (3-(2-hydroxyethoxy)-2-ethyl-acrylic acid methyl ester). The reagents and catalysts are [C].[Pd] (palladium-carbon). The solvent is CO (methanol). Product: COC(C(COCCO)CC)=O (3-(2-Hydroxyethoxy)-2-ethyl-propionic acid methyl ester). RXN SMILES: [CH3:1][O:2][C:3](=[O:12])[C:4]([CH2:10][CH3:11])=[CH:5][O:6][CH2:7][CH2:8][OH:9]>CO.[C].[Pd]>[CH3:1][O:2][C:3](=[O:12])[CH:4]([CH2:10][CH3:11])[CH2:5][O:6][CH2:7][CH2:8][OH:9] |f:2.3|. Reported procedure: 28 g 3-(2-hydroxyethoxy)-2-ethyl-acrylic acid methyl ester was hydrogenated in 100 ml methanol in the presence of 2 g 5% palladium-carbon catalyst at atmospheric pressure. 24 g 3-(2-hydroxyethoxy)-2-ethyl-propionic acid methyl ester boiling at 104°-107° C./0.1 torr (84% yield) was recovered from the filtered hydrogenation mixture after evaporation of the solvent and vacuum distillation and identified by its carbon content of 54.35% (54.54% calculated for C8H16O4). The reactants are [OH-].[Na+] (sodium hydroxide), Cl (hydrochloric acid), FC1=C(N)C(=CC=C1)F (2,6-difluoroaniline), C(=O)NC1=NC(=NN1)S(=O)(=O)Cl (5-formylamino-3-chlorosulfonyl-1,2,4-triazole). Run in C(Cl)(Cl)Cl (chloroform), N1=CC=CC=C1 (pyridine). Conditions: temperature 70 celsius, time 4 hour. The product is FC1=C(C(=CC=C1)F)NS(=O)(=O)C1=NNC(=N1)NC=O (N-(2,6-Difluorophenyl)-5-formylamino-1,2,4-triazole-3-sulfonamide). Reaction SMILES: [F:1][C:2]1[CH:8]=[CH:7][CH:6]=[C:5]([F:9])[C:3]=1[NH2:4].[CH:10]([NH:12][C:13]1[NH:17][N:16]=[C:15]([S:18](Cl)(=[O:20])=[O:19])[N:14]=1)=[O:11].[OH-].[Na+].Cl>N1C=CC=CC=1.C(Cl)(Cl)Cl>[F:1][C:2]1[CH:8]=[CH:7][CH:6]=[C:5]([F:9])[C:3]=1[NH:4][S:18]([C:15]1[N:14]=[C:13]([NH:12][CH:10]=[O:11])[NH:17][N:16]=1)(=[O:19])=[O:20] |f:2.3|. Procedure details: To a mixture of 1.3 g (10 mmol) of 2,6-difluoroaniline in 4 ml of pyridine was added 1.94 g (9.2 mmol) of 5-formylamino-3-chlorosulfonyl-1,2,4-triazole over a period of 5 minutes. The mixture was heated with stirring to 70° C. for 4 hours. It was then cooled and dispersed between 25 ml of 1N aqueous sodium hydroxide and 50 ml of chloroform. The aqueous layer was acidified with aqueous hydrochloric acid and filtered. The solids collected were dried to obtain 167 g (60 percent of theory) of the ti... Reactants: CC1(C)OC(c2ccc(S(C)(=O)=O)c(F)c2)=C(c2ccc([N+](=O)[O-])cc2)C1=O, CCO, Cl, [Fe], O. Yields the product CC1(C)OC(c2ccc(S(C)(=O)=O)c(F)c2)=C(c2ccc(N)cc2)C1=O. RXN SMILES: [CH3:1][C:2]1([CH3:28])[O:3][C:4]([c:17]2[cH:18][c:19]([F:27])[c:20]([S:23](=[O:24])(=[O:25])[CH3:26])[cH:21][cH:22]2)=[C:5]([c:8]2[cH:9][cH:10][c:11]([N+:14]([O-:15])=[O:16])[cH:12][cH:13]2)[C:6]1=[O:7].[CH3:30][CH2:31][OH:32].[ClH:29].[Fe:34].[OH2:33]>>[CH3:1][C:2]1([CH3:28])[O:3][C:4]([c:17]2[cH:18][c:19]([F:27])[c:20]([S:23](=[O:24])(=[O:25])[CH3:26])[cH:21][cH:22]2)=[C:5]([c:8]2[cH:9][cH:10][c:11]([NH2:14])[cH:12][cH:13]2)[C:6]1=[O:7]. The reactants are C1(CCCC1)=O (cyclopentanone), CC1NCCC1 (2-methylpyrrolidine), [C-]#N.[K+] (potassium cyanide). The solvent is O (water). Reaction conditions: temperature 0 celsius, time 18 hour. The product is CC1N(CCC1)C1(CCCC1)C#N ((±)-1-(2-Methyl-1-pyrrolidinyl)cyclopentanecarbonitrile). The yield is 78.5%. RXN SMILES: [C:1]1(=O)[CH2:5][CH2:4][CH2:3][CH2:2]1.[CH3:7][CH:8]1[CH2:12][CH2:11][CH2:10][NH:9]1.[C-:13]#[N:14].[K+]>O>[CH3:7][CH:8]1[CH2:12][CH2:11][CH2:10][N:9]1[C:1]1([C:13]#[N:14])[CH2:5][CH2:4][CH2:3][CH2:2]1 |f:2.3|. Procedure: A mixture of cyclopentanone (1.34 g, 16 mmol) and 2-methylpyrrolidine (1.36 g; 16 mmol) was cooled to 0° C. (ice bath). A solution of potassium cyanide (1.04 g, 16 mmol) in water (10 ml) was added dropwise over 10 min and the whole mixture stirred vigorously for 18 h at 20° C., and then partitioned between ethyl acetate and water. The organic layer was dried (Na2SO4) and evaporated in vacuo to afford the title compound (2.24 g; 79%). 1NMR (CDCl3) δ: 1.1 (3H, d), 1.45 (1H, m), 1.75-2.05 (9H, m), ... The reactants are C=CCOC(=O)C1=C(SC)C(C)C2C(C(C)O[Si](C)(C)C(C)(C)C)C(=O)N12, ClCCl, O=C(OO)c1cccc(Cl)c1. Product: C=CCOC(=O)C1=C(S(C)=O)C(C)C2C(C(C)O[Si](C)(C)C(C)(C)C)C(=O)N12. Reaction SMILES: [C:1]([CH3:2])([CH3:3])([CH3:4])[Si:5]([O:6][CH:7]([CH3:8])[CH:9]1[CH:10]2[CH:11]([CH3:25])[C:12]([S:23][CH3:24])=[C:13]([C:17](=[O:18])[O:19][CH2:20][CH:21]=[CH2:22])[N:14]2[C:15]1=[O:16])([CH3:26])[CH3:27].[Cl:39][CH2:40][Cl:41].[OH:28][O:29][C:30]([c:31]1[cH:32][c:33]([Cl:34])[cH:35][cH:36][cH:37]1)=[O:38]>>[C:1]([CH3:2])([CH3:3])([CH3:4])[Si:5]([O:6][CH:7]([CH3:8])[CH:9]1[CH:10]2[CH:11]([CH3:25])[C:12]([S:23]([CH3:24])=[O:28])=[C:13]([C:17](=[O:18])[O:19][CH2:20][CH:21]=[CH2:22])[N:14]2[C:15]1=[O:16])([CH3:26])[CH3:27]. Starting materials: NCCCC1=NC=CC=C1 (2-(3-aminopropyl)pyridine), S(=O)(=O)([O-])[O-].CSC(=[NH2+])N.CSC(=[NH2+])N (S-methylthiouronium sulphate). The solvent is O (water). Yields the product S(=O)(=O)(O)O.N1=C(C=CC=C1)CCCNC(=N)N (3-(2-pyridyl)propylguanidine sulphate). Reaction SMILES: [NH2:1][CH2:2][CH2:3][CH2:4][C:5]1[CH:10]=[CH:9][CH:8]=[CH:7][N:6]=1.[S:11]([O-:15])([O-:14])(=[O:13])=[O:12].CS[C:18]([NH2:20])=[NH2+:19].CSC(N)=[NH2+]>O>[S:11]([OH:15])([OH:14])(=[O:13])=[O:12].[N:6]1[CH:7]=[CH:8][CH:9]=[CH:10][C:5]=1[CH2:4][CH2:3][CH2:2][NH:1][C:18]([NH2:20])=[NH:19] |f:1.2.3,5.6|. Procedure details: A solution of 2-(3-aminopropyl)pyridine (2.72 g) and S-methylthiouronium sulphate (2.78 g) in water (40 ml) is heated under reflux for 28 hours. The product isolated by the manner described in Example 1 was recrystallized from methanol, yielding 3-(2-pyridyl)propylguanidine sulphate, m.p. 185°-187° C. The reactants are COC1=CC=C(C=C1)C=1OC2=C(C1C(=O)C1=CC=C(C=C1)OCCN(C)C)C=CC(=C2)OC ([2-(4-methoxyphenyl)-6-methoxybenzofuran-3-yl][4-[2-dimethylaminoethoxy]phenyl] methanone). Solvent: CO (carbinol). The product is COC1=CC=C(C=C1)C=1OC2=C(C1C(O)C1=CC=C(C=C1)OCCN(C)C)C=CC(=C2)OC ((2-(4-Methoxyphenyl)-6-methoxybenzofuran-3-yl][4-[2-dimethylaminoethoxy]phenyl]methanol). The yield is 68.5%. Reaction SMILES: [CH3:1][O:2][C:3]1[CH:8]=[CH:7][C:6]([C:9]2[O:10][C:11]3[CH:31]=[C:30]([O:32][CH3:33])[CH:29]=[CH:28][C:12]=3[C:13]=2[C:14]([C:16]2[CH:21]=[CH:20][C:19]([O:22][CH2:23][CH2:24][N:25]([CH3:27])[CH3:26])=[CH:18][CH:17]=2)=[O:15])=[CH:5][CH:4]=1>CO>[CH3:1][O:2][C:3]1[CH:8]=[CH:7][C:6]([C:9]2[O:10][C:11]3[CH:31]=[C:30]([O:32][CH3:33])[CH:29]=[CH:28][C:12]=3[C:13]=2[CH:14]([C:16]2[CH:21]=[CH:20][C:19]([O:22][CH2:23][CH2:24][N:25]([CH3:27])[CH3:26])=[CH:18][CH:17]=2)[OH:15])=[CH:5][CH:4]=1. Procedure: 1.335 g (3 mmol) of [2-(4-methoxyphenyl)-6-methoxybenzofuran-3-yl][4-[2-dimethylaminoethoxy]phenyl] methanone was reduced to the carbinol by the method described in Example 1. This yielded 920 mg of the title compound as an oil. Starting materials: ClC=1N=C(C2=C(N1)C(=NC=N2)SC)N2CCSCC2 (2-chloro-8-methylthio-4-thiomorpholino-pyrimido-[5,4-d]-pyrimidine), N1CCNCC1 (piperazine). Product: CSC1=NC=NC2=C1N=C(N=C2N2CCSCC2)N2CCNCC2 (8-Methylthio-2-piperazino-4-thiomorpholino-pyrimido-[5,4-d]-pyrimidine). Reaction SMILES: Cl[C:2]1[N:3]=[C:4]([N:14]2[CH2:19][CH2:18][S:17][CH2:16][CH2:15]2)[C:5]2[N:11]=[CH:10][N:9]=[C:8]([S:12][CH3:13])[C:6]=2[N:7]=1.[NH:20]1[CH2:25][CH2:24][NH:23][CH2:22][CH2:21]1>>[CH3:13][S:12][C:8]1[C:6]2[N:7]=[C:2]([N:20]3[CH2:25][CH2:24][NH:23][CH2:22][CH2:21]3)[N:3]=[C:4]([N:14]3[CH2:19][CH2:18][S:17][CH2:16][CH2:15]3)[C:5]=2[N:11]=[CH:10][N:9]=1. Procedure details: This compound was prepared analogous to Example 2 from 2-chloro-8-methylthio-4-thiomorpholino-pyrimido-[5,4-d]-pyrimidine (m.p.: 165°-167° C.) and piperazine at room temperature.